Dataset: the Open Reaction Database (ORD), a public repository of structured organic reaction records. Task: describe an organic reaction: reactants, conditions, products, and yield Starting materials: Cl (HCl), FC(C1=C(C(=C(C(=N1)C(F)(F)F)C(=O)OCC)NC(C)C)C(=O)OC)F (3-Ethyl 5-methyl 6-(difluoromethyl)-4-isopropylamino-2-(trifluoromethyl)-3,5-pyridine-dicarboxylate), [OH-].[K+] (KOH), C(=O)([O-])[O-].[K+].[K+] (K2CO3), CI (methyl iodide). Solvent: O (water), C(C)O (ethanol), O (H2O), CN(C)C=O (DMF). The product is FC(C1=C(C(=C(C(=N1)C(F)(F)F)C(=O)OC)NC(C)C)C(=O)OC)F (Dimethyl 6-(difluoromethyl)-4-(iso propylamino)-2-(trifluoromethyl)-3,5-pyridine-dicarboxylate). The yield is 74.4%. Reaction SMILES: [F:1][CH:2]([F:26])[C:3]1[N:8]=[C:7]([C:9]([F:12])([F:11])[F:10])[C:6]([C:13]([O:15][CH2:16]C)=[O:14])=[C:5]([NH:18][CH:19]([CH3:21])[CH3:20])[C:4]=1[C:22]([O:24][CH3:25])=[O:23].[OH-].[K+].Cl.C([O-])([O-])=O.[K+].[K+].CI>C(O)C.CN(C=O)C.O>[F:26][CH:2]([F:1])[C:3]1[N:8]=[C:7]([C:9]([F:12])([F:10])[F:11])[C:6]([C:13]([O:15][CH3:16])=[O:14])=[C:5]([NH:18][CH:19]([CH3:21])[CH3:20])[C:4]=1[C:22]([O:24][CH3:25])=[O:23] |f:1.2,4.5.6|. Procedure details: A mixture of 7.61 g (0.020 mol) of product of Example 63, 6.7 g (0.118 mol) of KOH and 30 ml of H2O in 200 ml of ethanol was refluxed for 16 hours. The reaction mixture was poured into 250 ml containing 50 ml of concentrated HCl, extracted with ether, dried (MgSO4) and concentrated in vacuo to a dark oil. This oil, 5.53 g (0.040 mol) of K2CO3 and 3.75 ml (0.060 mol) of methyl iodide in 50 ml of DMF was stirred at room temperature for 19 hours. The reaction mixture was poured into water, extracte... Reactants: COc1cc(N2CCN(C(=O)OC(C)(C)C)C(CO)C2)ccc1Cl, ClCCl. Product: COc1cc(N2CCN(C(=O)OC(C)(C)C)C(C=O)C2)ccc1Cl. As a reaction SMILES: [C:1]([CH3:2])([CH3:3])([CH3:4])[O:5][C:6](=[O:7])[N:8]1[CH:9]([CH2:23][OH:24])[CH2:10][N:11]([c:14]2[cH:15][c:16]([O:21][CH3:22])[c:17]([Cl:20])[cH:18][cH:19]2)[CH2:12][CH2:13]1.[Cl:25][CH2:26][Cl:27]>>[C:1]([CH3:2])([CH3:3])([CH3:4])[O:5][C:6](=[O:7])[N:8]1[CH:9]([CH:23]=[O:24])[CH2:10][N:11]([c:14]2[cH:15][c:16]([O:21][CH3:22])[c:17]([Cl:20])[cH:18][cH:19]2)[CH2:12][CH2:13]1. Reactants: C(C)(C)[Si](OC1=C(C(C(=O)O)=CC=C1)N)(C(C)C)C(C)C (3-Triisopropylsilyloxyanthranilic acid), FC1=C(C(=O)Cl)C(=CC=C1)F (2,6-difluorobenzoyl chloride), Cl (HCl), C(C)(=O)NC1=CC2=C(N=C(OC2=O)C2=C(C=CC=C2F)F)C=C1 (6-Acetamido-(2,6-difluoro-phenyl)-benzo[d][1,3]oxazin-4-one). Run in C(C)N(CC)CC.C1(=CC=CC=C1)C (triethyl amine toluene), C(C)(=O)OCC (ethyl acetate), C1CCOC1 (THF). Reaction conditions: time 2 day. The product is FC1=C(C(=CC=C1)F)C=1OC(C2=C(N1)C(=CC=C2)O)=O (2-(2,6-Difluoro-phenyl)-8-hydroxy-benzo[d][1,3]oxazin-4-one). As a reaction SMILES: C([Si](C(C)C)(C(C)C)[O:5][C:6]1[CH:14]=[CH:13][CH:12]=[C:8]([C:9]([OH:11])=[O:10])[C:7]=1[NH2:15])(C)C.[F:22][C:23]1[CH:31]=[CH:30][CH:29]=[C:28]([F:32])[C:24]=1[C:25](Cl)=O.C(NC1C=CC2N=C(C3C(F)=CC=CC=3F)OC(=O)C=2C=1)(=O)C.Cl>C1COCC1.C(OCC)(=O)C.C(N(CC)CC)C.C1(C)C=CC=CC=1>[F:22][C:23]1[CH:31]=[CH:30][CH:29]=[C:28]([F:32])[C:24]=1[C:25]1[O:11][C:9](=[O:10])[C:8]2[CH:12]=[CH:13][CH:14]=[C:6]([OH:5])[C:7]=2[N:15]=1 |f:6.7|. Reported procedure: 3-Triisopropylsilyloxyanthranilic acid (0.8 g), 2,6-difluorobenzoyl chloride (0.71 mL) and triethyl amine/toluene (1/1) (25 mL) were reacted as described under (10). Reaction time 2 days. Extraction between ethyl acetate (100 mL) and HCl (1N,100 mL), followed by separation of the organic layer, drylng over MgSO4, filtering and evaporation gave a crude product which was dissolved in warm THF (20 mL) and precipitated with hexane. The resulting mixture was further purified on a silicagel column usi... Reaction SMILES: O[N:2]1[C:6]2[CH:7]=[CH:8][CH:9]=[CH:10][C:5]=2N=N1.Cl.C(N=C=NC[CH2:18][CH2:19]N(C)C)C.CN1CC[O:27]CC1.N.[O:31]1[CH2:35][CH2:34][CH2:33][CH2:32]1>>[OH:31][C:35]1[CH:19]=[CH:18][C:32]([C:7]2([C:6]([NH2:2])=[O:27])[CH2:8][CH2:9][CH2:10][CH2:5]2)=[CH:33][CH:34]=1 |f:1.2|. Conditions: time 4 hour. Reported procedure: 1-Hydroxybenzotriazole (3.68 g, Aldrich), 1-Ethyl-3-(3-Dimethylaminopropyl)-carbodiimide hydrochloride (5.28 g Sigma) and N-Methylmorpholine (2.78 g, Aldrich) were added, under nitrogen, to a stirred solution of the product from Example 4(a) (5.0 g) in dry tetrahydrofuran (THF). The mixture was stirred at RT for four hours, then slowly added to liquid ammonia (excess) at -60° C. After one hour, the mixture was warmed to RT and stirred overnight. Product: OC1=CC=C(C=C1)C1(CCCC1)C(=O)N (1-(p-Hydroxyphenyl)-1Cyclopentanecarboxamide). The reactants are ON1N=NC2=C1C=CC=C2 (1-Hydroxybenzotriazole), Cl.C(C)N=C=NCCCN(C)C (1-Ethyl-3-(3-Dimethylaminopropyl)-carbodiimide hydrochloride), CN1CCOCC1 (N-Methylmorpholine), product, O1CCCC1 (tetrahydrofuran), N (ammonia). Reactants: CC1=NOC(=C1CN1N=CC(=C1)N1C(NCC1=O)=O)C (3-(1-((3,5-dimethylisoxazol-4-yl)methyl)-1H-pyrazol-4-yl)imidazolidine-2,4-dione), BrCC1=NC=CC=C1 (2-(bromomethyl)pyridine). The product is CC1=NOC(=C1CN1N=CC(=C1)N1C(N(CC1=O)CC1=NC=CC=C1)=O)C (3-(1-((3,5-dimethylisoxazol-4-yl)methyl)-1H-pyrazol-4-yl)-1-(pyridin-2-ylmethyl)imidazolidine-2,4-dione). The yield is 50.0%. As a reaction SMILES: [CH3:1][C:2]1[C:6]([CH2:7][N:8]2[CH:12]=[C:11]([N:13]3[C:17](=[O:18])[CH2:16][NH:15][C:14]3=[O:19])[CH:10]=[N:9]2)=[C:5]([CH3:20])[O:4][N:3]=1.Br[CH2:22][C:23]1[CH:28]=[CH:27][CH:26]=[CH:25][N:24]=1>>[CH3:1][C:2]1[C:6]([CH2:7][N:8]2[CH:12]=[C:11]([N:13]3[C:17](=[O:18])[CH2:16][N:15]([CH2:22][C:23]4[CH:28]=[CH:27][CH:26]=[CH:25][N:24]=4)[C:14]3=[O:19])[CH:10]=[N:9]2)=[C:5]([CH3:20])[O:4][N:3]=1. Procedure details: Prepared as in Example 10-5 from 3-(1-((3,5-dimethylisoxazol-4-yl)methyl)-1H-pyrazol-4-yl)imidazolidine-2,4-dione and 2-(bromomethyl)pyridine. Yield: 50%. 1H NMR (CDCl3, 400 MHz): δ 2.19 (s, 3H), 2.41 (s, 3H), 4.12 (s, 2H), 4.71 (s, 2H), 5.05 (s, 2H), 7.72-7.23 (m, 4H), 7.92 (s, 1H) 8.08 (s, 1H). The title compound was shown to inhibit hT2R08 bitter receptor and had an IC50 of 0.68 μM. Reactants: FC(C1=CC=C(OC2=CC=C(C=C2)O)C=C1)(F)F (4-(4-trifluoromethylphenoxy)phenol), BrC(C=CC(=O)[O-])C (4-bromo-2-pentenoate), C([O-])([O-])=O.[K+].[K+] (potassium carbonate), [Br-].C(CCC)[N+](CC)(CCCC)CCCC (tributylethylammonium bromide), Cl (hydrochloric acid). Solvent: O (water), ClC1=CC=CC=C1 (chlorobenzene). Run at time 6 hour. Yields the product FC(C1=CC=C(OC2=CC=C(OC(C=CC(=O)O)C)C=C2)C=C1)(F)F (4-[4-(4-trifluoromethylphenoxy)phenoxy]-2-pentenoic acid). The yield is 91.2%. As a reaction SMILES: [F:1][C:2]([F:18])([F:17])[C:3]1[CH:16]=[CH:15][C:6]([O:7][C:8]2[CH:13]=[CH:12][C:11]([OH:14])=[CH:10][CH:9]=2)=[CH:5][CH:4]=1.Br[CH:20]([CH3:26])[CH:21]=[CH:22][C:23]([O-:25])=[O:24].C(=O)([O-])[O-].[K+].[K+].[Br-].C([N+](CCCC)(CCCC)CC)CCC.Cl>O.ClC1C=CC=CC=1>[F:1][C:2]([F:17])([F:18])[C:3]1[CH:16]=[CH:15][C:6]([O:7][C:8]2[CH:9]=[CH:10][C:11]([O:14][CH:20]([CH3:26])[CH:21]=[CH:22][C:23]([OH:25])=[O:24])=[CH:12][CH:13]=2)=[CH:5][CH:4]=1 |f:2.3.4,5.6|. Procedure details: In a reactor, 100 ml of chlorobenzene and 100 ml of water were charged and 95.3 g (0.375 mole) of 4-(4-trifluoromethylphenoxy)phenol, 73.7 g (0.412 mole) of 4-bromo-2-pentenoate, 78.0 g (0.56 mole) of potassium carbonate and 1.1 g (0.00375 mole) of tributylethylammonium bromide were added. The mixture was refluxed with stirring for 6 hours. The reaction mixture was cooled to the room temperature and conc. hydrochloric acid was added to the reaction mixture with stirring to be acidic. The water p...